From a dataset of the Open Reaction Database (ORD), a public repository of structured organic reaction records. describe an organic reaction: reactants, conditions, products, and yield Reaction conditions: time 8 hour. The product is BrC1=CC=C(C=C1)C1=CC(=CC(=C1)C(=O)N1CCCC1)C(=O)NCC=1C=NC(=CC1)C (4′-Bromo-N-((6-methylpyridin-3-yl)methyl)-5-(pyrrolidine-1-carbonyl)biphenyl-3-carboxamide). Procedure: To a mixture of 4′-bromo-5-(pyrrolidine-1-carbonyl)-biphenyl-3-carboxylic acid (1.65 g, 4.41 mmol), N-(3-dimethylaminopropyl)-N′-ethylcarbodiimide hydrochloride (1.7 g, 8.8 mmol), 1-hydroxybenzotriazole hydrate (0.20 g, 1.3 mmol), and CH2Cl2 (50 mL) were added (6-methylpyridin-3-yl)methanamine (0.81 g, 6.6 mmol) and N,N-diisopropylethylamine (1.5 mL, 8.8 mmol). The mixture was stirred at room temperature overnight and then washed with water, dried (Na2SO4), and concentrated. The residue was puri... RXN SMILES: [Br:1][C:2]1[CH:7]=[CH:6][C:5]([C:8]2[CH:13]=[C:12]([C:14]([N:16]3[CH2:20][CH2:19][CH2:18][CH2:17]3)=[O:15])[CH:11]=[C:10]([C:21](O)=[O:22])[CH:9]=2)=[CH:4][CH:3]=1.Cl.CN(C)CCCN=C=NCC.O.ON1C2C=CC=CC=2N=N1.[CH3:47][C:48]1[N:53]=[CH:52][C:51]([CH2:54][NH2:55])=[CH:50][CH:49]=1.C(N(CC)C(C)C)(C)C>C(Cl)Cl>[Br:1][C:2]1[CH:7]=[CH:6][C:5]([C:8]2[CH:13]=[C:12]([C:14]([N:16]3[CH2:20][CH2:19][CH2:18][CH2:17]3)=[O:15])[CH:11]=[C:10]([C:21]([NH:55][CH2:54][C:51]3[CH:52]=[N:53][C:48]([CH3:47])=[CH:49][CH:50]=3)=[O:22])[CH:9]=2)=[CH:4][CH:3]=1 |f:1.2,3.4|. The reactants are BrC1=CC=C(C=C1)C1=CC(=CC(=C1)C(=O)N1CCCC1)C(=O)O (4′-bromo-5-(pyrrolidine-1-carbonyl)-biphenyl-3-carboxylic acid), Cl.CN(CCCN=C=NCC)C (N-(3-dimethylaminopropyl)-N′-ethylcarbodiimide hydrochloride), O.ON1N=NC2=C1C=CC=C2 (1-hydroxybenzotriazole hydrate), CC1=CC=C(C=N1)CN ((6-methylpyridin-3-yl)methanamine), C(C)(C)N(C(C)C)CC (N,N-diisopropylethylamine). Run in C(Cl)Cl (CH2Cl2). Reactants: ClC1=C(C=C(C(=C1)Cl)OC)NC1=C2C(=NC=C1C#N)C=C(S2)I (7-[(2,4-dichloro-5-methoxyphenyl)amino]-2-iodothieno[3,2-b]pyridine-6-carbonitrile), B(C1=CC=C(C=C1)C(=O)O)(O)O (4-carboxylphenylboronic acid). The reagents and catalysts are C=1C=CC(=CC1)[P](C=2C=CC=CC2)(C=3C=CC=CC3)[Pd]([P](C=4C=CC=CC4)(C=5C=CC=CC5)C=6C=CC=CC6)([P](C=7C=CC=CC7)(C=8C=CC=CC8)C=9C=CC=CC9)[P](C=1C=CC=CC1)(C=1C=CC=CC1)C=1C=CC=CC1 (tetrakis(triphenylphosphine)palladium(0)). The solvent is COCCOC (ethylene glycol dimethyl ether), C([O-])(O)=O.[Na+] (sodium bicarbonate). Product: C(#N)C=1C(=C2C(=NC1)C=C(S2)C2=CC=C(C(=O)O)C=C2)NC2=C(C=C(C(=C2)OC)Cl)Cl (4-{6-cyano-7-[(2,4-dichloro-5-methoxyphenyl)amino]thieno[3,2-b]pyridine-2-yl]benzoic acid). As a reaction SMILES: [Cl:1][C:2]1[CH:7]=[C:6]([Cl:8])[C:5]([O:9][CH3:10])=[CH:4][C:3]=1[NH:11][C:12]1[C:17]([C:18]#[N:19])=[CH:16][N:15]=[C:14]2[CH:20]=[C:21](I)[S:22][C:13]=12.B(O)(O)[C:25]1[CH:30]=[CH:29][C:28]([C:31]([OH:33])=[O:32])=[CH:27][CH:26]=1>COCCOC.C(=O)(O)[O-].[Na+].C1C=CC([P]([Pd]([P](C2C=CC=CC=2)(C2C=CC=CC=2)C2C=CC=CC=2)([P](C2C=CC=CC=2)(C2C=CC=CC=2)C2C=CC=CC=2)[P](C2C=CC=CC=2)(C2C=CC=CC=2)C2C=CC=CC=2)(C2C=CC=CC=2)C2C=CC=CC=2)=CC=1>[C:18]([C:17]1[C:12]([NH:11][C:3]2[CH:4]=[C:5]([O:9][CH3:10])[C:6]([Cl:8])=[CH:7][C:2]=2[Cl:1])=[C:13]2[S:22][C:21]([C:25]3[CH:30]=[CH:29][C:28]([C:31]([OH:33])=[O:32])=[CH:27][CH:26]=3)=[CH:20][C:14]2=[N:15][CH:16]=1)#[N:19] |f:3.4,^1:50,52,71,90|. Procedure: A mixture of 7-[(2,4-dichloro-5-methoxyphenyl)amino]-2-iodothieno[3,2-b]pyridine-6-carbonitrile (500 mg, 1.05 mmol), 4-carboxylphenylboronic acid (350 mg, 2.12 mmol) and 100 mg of tetrakis(triphenylphosphine)palladium(0) in 50 mL of ethylene glycol dimethyl ether and 35 mL of saturated aqueous sodium bicarbonate is heated at reflux for 1 hour. The reaction mixture is cooled to room temperature and partitioned between water and ethyl acetate. The organic layer is washed with saturated aqueous sod... Procedure: The title compound was prepared according to the general procedure in Example 1 using 4-chloro-2-(fluoromethyl)pyrimidine (19.71 mg, 0.13 mmol) and 2-amino-5-[2,6-difluoro-4-(1-hydroxy-1-methylethyl)phenyl]thiophene-3-carboxamide (42 mg, 0.13 mmol) as the starting materials. RXN SMILES: Cl[C:2]1[CH:7]=[CH:6][N:5]=[C:4]([CH2:8][F:9])[N:3]=1.[NH2:10][C:11]1[S:12][C:13]([C:19]2[C:24]([F:25])=[CH:23][C:22]([C:26]([OH:29])([CH3:28])[CH3:27])=[CH:21][C:20]=2[F:30])=[CH:14][C:15]=1[C:16]([NH2:18])=[O:17]>>[F:30][C:20]1[CH:21]=[C:22]([C:26]([OH:29])([CH3:28])[CH3:27])[CH:23]=[C:24]([F:25])[C:19]=1[C:13]1[S:12][C:11]([NH:10][C:2]2[CH:7]=[CH:6][N:5]=[C:4]([CH2:8][F:9])[N:3]=2)=[C:15]([C:16]([NH2:18])=[O:17])[CH:14]=1. The reactants are ClC1=NC(=NC=C1)CF (4-chloro-2-(fluoromethyl)pyrimidine), NC=1SC(=CC1C(=O)N)C1=C(C=C(C=C1F)C(C)(C)O)F (2-amino-5-[2,6-difluoro-4-(1-hydroxy-1-methylethyl)phenyl]thiophene-3-carboxamide). Yields the product FC1=C(C(=CC(=C1)C(C)(C)O)F)C1=CC(=C(S1)NC1=NC(=NC=C1)CF)C(=O)N (5-[2,6-Difluoro-4-(1-hydroxy-1-methylethyl)phenyl]-2-{[2-(fluoromethyl)pyrimidin-4-yl]amino}thiophene-3-carboxamide). Reactants: C1CC(CCC1C(=O)O)N ((1r,4r)-4-aminocyclohexanecarboxylic acid), B.C1CCOC1 (BH3/THF). The solvent is C1CCOC1 (THF). Product: C1CC(CCC1CO)N (((1r,4r)-4-aminocyclohexyl)methanol). Yield: 77.4%. As a reaction SMILES: [CH2:1]1[CH:6]([C:7](O)=[O:8])[CH2:5][CH2:4][CH:3]([NH2:10])[CH2:2]1.B.C1COCC1>C1COCC1>[CH2:1]1[CH:6]([CH2:7][OH:8])[CH2:5][CH2:4][CH:3]([NH2:10])[CH2:2]1 |f:1.2|. Procedure: To a solution of (1r,4r)-4-aminocyclohexanecarboxylic acid (860 mg, 6.0 mmol, 1.0 eq) in THF (10 mL) was added dropwise BH3/THF (1.0 mol/L in THF, 30 mL, 5.0 equiv.) at 0° C. The reaction was allowed to warm to room temperature. The reaction was heated at reflux for 48 hours. The reaction was quenched with AcOH and concentrated in vacuo to get crude ((1r,4r)-4-aminocyclohexyl)methanol (600 mg, 78%) which was used to the next step without further purification. MS: m/z 130.1 (M+H)+. Starting materials: C(=O)C=1C=C(C(=O)O)C=C(C1OC)C(F)(F)F (3-formyl-4-methoxy-5-trifluoromethylbenzoic acid), Cl.NO (hydroxylamine hydrochloride). Solvent: C(=O)O (formic acid). The product is C(#N)C=1C=C(C(=O)O)C=C(C1OC)C(F)(F)F (3-cyano-4-methoxy-5-trifluoromethylbenzoic acid). Isolated yield 27.2%. As a reaction SMILES: [CH:1]([C:3]1[CH:4]=[C:5]([CH:9]=[C:10]([C:14]([F:17])([F:16])[F:15])[C:11]=1[O:12][CH3:13])[C:6]([OH:8])=[O:7])=O.Cl.[NH2:19]O>C(O)=O>[C:1]([C:3]1[CH:4]=[C:5]([CH:9]=[C:10]([C:14]([F:17])([F:16])[F:15])[C:11]=1[O:12][CH3:13])[C:6]([OH:8])=[O:7])#[N:19] |f:1.2|. Procedure details: 3-formyl-4-methoxy-5-trifluoromethylbenzoic acid (58.04 g) was dissolved in formic acid (290 mL), and hydroxylamine hydrochloride (17.07 g) was added to the solution, and the mixture was refluxed for 19 hours. The solvent was distilled off under reduced pressure and water was added, and then the mixture was extracted with ethyl acetate. The organic layer was washed with saturated brine, and then dried over anhydrous sodium sulfate. The solvent was distilled off under reduced pressure to obtain t... RXN SMILES: [CH2:1]([N:3]1[C:7]2[CH:8]=[CH:9][C:10]([CH:12]=O)=[CH:11][C:6]=2[N:5]([CH2:14]C)[C:4]1=[O:16])C.N[C@H](C(O)=O)C.[N+:23]([CH2:26][CH3:27])([O-:25])=[O:24]>C(O)CCC>[CH3:1][N:3]1[C:7]2[CH:8]=[CH:9][C:10]([CH:12]=[C:26]([N+:23]([O-:25])=[O:24])[CH3:27])=[CH:11][C:6]=2[N:5]([CH3:14])[C:4]1=[O:16]. Procedure: 1,3-Dimethyl-2-oxo-2,3-dihydro-1H-benzoimidazole-5-carbaldehyde (2.48 g, 13.1 mmol, obtained using the same procedure used for 1,3-Diethyl-2-oxo-2,3-dihydro-1H-benzoimidazole-5-carbaldehyde) in n-butanol (25 mL) was treated with □-alanine (298.0 mg) and nitroethane (1.85 mL). The mixture was heated to 115° C. for 4 hours, more nitroethane (0.5 mL) was added and the heating was continued for 2 hours. The reaction was allowed to cool, was filtered and washed with ether then dried to give 1,3-Dimet... Reactants: C(C)N1C(N(C2=C1C=CC(=C2)C=O)CC)=O (1,3-Diethyl-2-oxo-2,3-dihydro-1H-benzoimidazole-5-carbaldehyde), [N+](=O)([O-])CC (nitroethane), N[C@@H](C)C(=O)O (alanine), [N+](=O)([O-])CC (nitroethane). Reaction conditions: temperature 115 celsius, time 2 hour. Solvent: C(CCC)O (n-butanol). The product is CN1C(N(C2=C1C=CC(=C2)C=C(C)[N+](=O)[O-])C)=O (1,3-Dimethyl-5-(2-nitro-propenyl)-1,3-dihydro-benzoimidazol-2-one).